From a dataset of the Open Reaction Database (ORD), a public repository of structured organic reaction records. describe an organic reaction: reactants, conditions, products, and yield The reactants are CC(C)(C)OC(=O)N1CC2CN(c3cncc(C#N)c3)C2C1, O=C(O)C(F)(F)F. Product: N#Cc1cncc(N2CC3CNCC32)c1. Reaction SMILES: [C:1](#[N:2])[c:3]1[cH:4][c:5]([N:9]2[CH:10]3[CH2:11][N:12]([C:16]([O:17][C:18]([CH3:19])([CH3:20])[CH3:21])=[O:22])[CH2:13][CH:14]3[CH2:15]2)[cH:6][n:7][cH:8]1.[OH:23][C:24]([C:25]([F:26])([F:27])[F:28])=[O:29]>>[C:1](#[N:2])[c:3]1[cH:4][c:5]([N:9]2[CH:10]3[CH2:11][NH:12][CH2:13][CH:14]3[CH2:15]2)[cH:6][n:7][cH:8]1. The reactants are C(C1=CC=CC=C1)C1=C(C2=C(S1)C=CC=C2)C2=CC=C(C=C2)C2=CC(=C(C=C2)O)Br (4′-(2-benzyl-benzo[b]thiophen-3-yl)-3-bromo-biphenyl-4-ol), BrCC(=O)OC (methyl bromoacetate). Yields the product C(C1=CC=CC=C1)C1=C(C2=C(S1)C=CC=C2)C2=CC=C(C=C2)C2=CC(=C(C=C2)OCC(=O)O)Br ([4′-(2-Benzyl-benzo[b]thiophene-3-yl)-3-bromo-biphenyl-4-yloxy]-acetic acid). RXN SMILES: [CH2:1]([C:8]1[S:12][C:11]2[CH:13]=[CH:14][CH:15]=[CH:16][C:10]=2[C:9]=1[C:17]1[CH:22]=[CH:21][C:20]([C:23]2[CH:28]=[CH:27][C:26]([OH:29])=[C:25]([Br:30])[CH:24]=2)=[CH:19][CH:18]=1)[C:2]1[CH:7]=[CH:6][CH:5]=[CH:4][CH:3]=1.Br[CH2:32][C:33]([O:35]C)=[O:34]>>[CH2:1]([C:8]1[S:12][C:11]2[CH:13]=[CH:14][CH:15]=[CH:16][C:10]=2[C:9]=1[C:17]1[CH:22]=[CH:21][C:20]([C:23]2[CH:28]=[CH:27][C:26]([O:29][CH2:32][C:33]([OH:35])=[O:34])=[C:25]([Br:30])[CH:24]=2)=[CH:19][CH:18]=1)[C:2]1[CH:3]=[CH:4][CH:5]=[CH:6][CH:7]=1. Procedure: The title compound was prepared from 4′-(2-benzyl-benzo[b]thiophen-3-yl)-3-bromo-biphenyl-4-ol, and methyl bromoacetate, in substantially the same manner, as described in Example 2 step g, and was obtained as a white solid, mp 150-152° C.; MS m/e 528 (M+);